Dataset: the Open Reaction Database (ORD), a public repository of structured organic reaction records. Task: describe an organic reaction: reactants, conditions, products, and yield Reaction SMILES: [BrH:24].[CH3:1][O:2][c:3]1[cH:4][cH:5][c:6]2[c:10]([cH:11]1)[CH:9]([CH2:12][c:13]1[n:14][cH:15][nH:16][cH:17]1)[CH2:8][CH:7]2[c:18]1[cH:19][cH:20][cH:21][cH:22][cH:23]1.[NH4+:25].[OH-:26].[OH2:27]>>[OH:2][c:3]1[cH:4][cH:5][c:6]2[c:10]([cH:11]1)[CH:9]([CH2:12][c:13]1[n:14][cH:15][nH:16][cH:17]1)[CH2:8][CH:7]2[c:18]1[cH:19][cH:20][cH:21][cH:22][cH:23]1. Reactants: Br, COc1ccc2c(c1)C(Cc1c[nH]cn1)CC2c1ccccc1, [NH4+], [OH-], O. Yields the product Oc1ccc2c(c1)C(Cc1c[nH]cn1)CC2c1ccccc1.